This data is from the Open Reaction Database (ORD), a public repository of structured organic reaction records. The task is: describe an organic reaction: reactants, conditions, products, and yield Reactants: COC(=O)c1ccc2c(c1)C(Sc1ccccc1)=CCC2(C)C, CCO, [Na+], [OH-]. Product: CC1(C)CC=C(Sc2ccccc2)c2cc(C(=O)O)ccc21. As a reaction SMILES: [CH3:1][C:2]1([CH3:23])[c:3]2[cH:4][cH:5][c:6]([C:19](=[O:20])[O:21][CH3:22])[cH:7][c:8]2[C:9]([S:12][c:13]2[cH:14][cH:15][cH:16][cH:17][cH:18]2)=[CH:10][CH2:11]1.[CH3:26][CH2:27][OH:28].[Na+:25].[OH-:24]>>[CH3:1][C:2]1([CH3:23])[c:3]2[cH:4][cH:5][c:6]([C:19](=[O:20])[OH:21])[cH:7][c:8]2[C:9]([S:12][c:13]2[cH:14][cH:15][cH:16][cH:17][cH:18]2)=[CH:10][CH2:11]1. Starting materials: COCC1C2(OCCO2)CCS1 (6-methoxymethyl-1,4-dioxa-7-thiaspiro[4,4]nonane), C1CCOC1 (THF), O (H2O). Solvent: C(C)(=O)O (acetic acid). Yields the product COCC1SCCC1=O (2-methoxymethyl-2,3,4,5-tetrahydro-3-thiophenone). The yield is 114.0%. RXN SMILES: [CH3:1][O:2][CH2:3][CH:4]1[S:12][CH2:11][CH2:10][C:5]21OCC[O:6]2.C1COCC1.O>C(O)(=O)C>[CH3:1][O:2][CH2:3][CH:4]1[C:5](=[O:6])[CH2:10][CH2:11][S:12]1. Reported procedure: A solution of 0.16 g (0.84 mmol) of compound from Step C, 3.2 ml THF, 3.2 ml H2O, and 4.8 ml acetic acid was heated at 70° C. for 48 hours. The cooled mixture was concentrated and the residue was dissolved in ethyl acetate, (50 ml) washed with saturated sodium bicarbonate solution (10 ml) and brine, dried, filtered, and concentrated to give 0.14 g of an oil. The oil was flash chromatographed on silica gel eluting with hexane:ether (3:1) to give 0.090 g (75%) product as an oil; NMR (deuteriochlor... The reactants are CC(C)S(=O)(=O)Cl, Cl, CC(C)N1CCC(Oc2ccc3c(c2)cc(C(=O)N2CCNCC2)n3CC(F)F)CC1. The product is CC(C)N1CCC(Oc2ccc3c(c2)cc(C(=O)N2CCN(S(=O)(=O)C(C)C)CC2)n3CC(F)F)CC1. Reaction SMILES: [CH3:33][CH:34]([CH3:35])[S:36](=[O:37])(=[O:38])[Cl:39].[ClH:1].[F:2][CH:3]([CH2:4][n:5]1[c:6]([C:24](=[O:25])[N:26]2[CH2:27][CH2:28][NH:29][CH2:30][CH2:31]2)[cH:7][c:8]2[cH:9][c:10]([O:14][CH:15]3[CH2:16][CH2:17][N:18]([CH:21]([CH3:22])[CH3:23])[CH2:19][CH2:20]3)[cH:11][cH:12][c:13]12)[F:32]>>[F:2][CH:3]([CH2:4][n:5]1[c:6]([C:24](=[O:25])[N:26]2[CH2:27][CH2:28][N:29]([S:36]([CH:34]([CH3:33])[CH3:35])(=[O:37])=[O:38])[CH2:30][CH2:31]2)[cH:7][c:8]2[cH:9][c:10]([O:14][CH:15]3[CH2:16][CH2:17][N:18]([CH:21]([CH3:22])[CH3:23])[CH2:19][CH2:20]3)[cH:11][cH:12][c:13]12)[F:32]. The reactants are ClC=1C=NC(NC1)=O (5-chloropyrimidin-2-one), BrCC(=O)C=1SC(=CC1)C (2-bromoacetyl-5-methylthiophene), C(C)O (ethanol). The solvent is C(C)N(CC)CC (triethylamine). The product is ClC=1C=NC(N(C1)CC(C1=CC=C(S1)C)=O)=O (5-Chloro-1-(5-methyl-2-thenoylmethyl)pyrimidin-2-one). Reaction SMILES: [Cl:1][C:2]1[CH:3]=[N:4][C:5](=[O:8])[NH:6][CH:7]=1.Br[CH2:10][C:11]([C:13]1[S:14][C:15]([CH3:18])=[CH:16][CH:17]=1)=[O:12].C(O)C>C(N(CC)CC)C>[Cl:1][C:2]1[CH:3]=[N:4][C:5](=[O:8])[N:6]([CH2:10][C:11](=[O:12])[C:13]2[S:14][C:15]([CH3:18])=[CH:16][CH:17]=2)[CH:7]=1. Procedure details: A mixture of 5-chloropyrimidin-2-one (522 mg) and 2-bromoacetyl-5-methylthiophene (1.30) g) in triethylamine (0.84 ml) and ethanol (25 ml) was stirred at room temperature. After 2 h. the mixture was concentrated to ca. 10 ml, diluted with ethyl acetate (100 ml), washed with water (×3) and brine, dried (MgSO4) and evaporated to a gum. The gum was triturated with diethyl ether and the resulting solid dissolved in ethanol and treated with charcoal. Evaporation of the solvent followed by recrystalli... Starting materials: E1, ClC=1C=C2N(C(N1)=O)CC(N2C)(C)C (7-chloro-1,2,2-trimethyl-2,3-dihydroimidazo[1,2-c]pyrimidin-5(1H)-one), ClC=1C=C(C=CC1F)CO ((3-chloro-4-fluorophenyl)methanol). The product is ClC=1C=C(COC=2C=C3N(C(N2)=O)CC(N3C)(C)C)C=CC1F (7-((3-chloro-4-fluorobenzyl)oxy)-1,2,2-trimethyl-2,3-dihydroimidazo[1,2-c]pyrimidin-5(1H)-one). Reaction SMILES: Cl[C:2]1[CH:3]=[C:4]2[N:11]([CH3:12])[C:10]([CH3:14])([CH3:13])[CH2:9][N:5]2[C:6](=[O:8])[N:7]=1.[Cl:15][C:16]1[CH:17]=[C:18]([CH2:23][OH:24])[CH:19]=[CH:20][C:21]=1[F:22]>>[Cl:15][C:16]1[CH:17]=[C:18]([CH:19]=[CH:20][C:21]=1[F:22])[CH2:23][O:24][C:2]1[CH:3]=[C:4]2[N:11]([CH3:12])[C:10]([CH3:14])([CH3:13])[CH2:9][N:5]2[C:6](=[O:8])[N:7]=1. Procedure details: The title compound was prepared by a procedure similar to that described for E1 starting from 7-chloro-1,2,2-trimethyl-2,3-dihydroimidazo[1,2-c]pyrimidin-5(1H)-one and (3-chloro-4-fluorophenyl)methanol. Reactants: C(C)(C)C1C(NC(N1)=O)=O (5-isopropylimidazolidine-2,4-dione), COC1=CC=C(CCl)C=C1 (4-methoxybenzyl chloride). Yields the product C(C)(C)C1C(N(C(N1)=O)CC1=CC=C(C=C1)OC)=O (5-isopropyl-3-(4-methoxybenzyl)imidazolidine-2,4-dione). RXN SMILES: [CH:1]([CH:4]1[NH:8][C:7](=[O:9])[NH:6][C:5]1=[O:10])([CH3:3])[CH3:2].[CH3:11][O:12][C:13]1[CH:20]=[CH:19][C:16]([CH2:17]Cl)=[CH:15][CH:14]=1>>[CH:1]([CH:4]1[NH:8][C:7](=[O:9])[N:6]([CH2:17][C:16]2[CH:19]=[CH:20][C:13]([O:12][CH3:11])=[CH:14][CH:15]=2)[C:5]1=[O:10])([CH3:3])[CH3:2]. Reported procedure: Using 5-isopropylimidazolidine-2,4-dione (2.00 g) and 4-methoxybenzyl chloride (2.29 mL) and by the reaction and treatment in the same manner as in Preparation Example 51, the title compound (2.72 g) was obtained.